The task is: describe an organic reaction: reactants, conditions, products, and yield. This data is from the Open Reaction Database (ORD), a public repository of structured organic reaction records. Reaction SMILES: [Br:11][c:12]1[cH:13][c:14]([O:19][CH3:20])[cH:15][c:16]([F:18])[cH:17]1.[H-:1].[Na+:2].[O:22]=[CH:23][N:24]([CH3:25])[CH3:26].[OH2:21].[OH:3][CH:4]1[CH2:5][CH2:6][N:7]([CH3:10])[CH2:8][CH2:9]1>>[O:3]([CH:4]1[CH2:5][CH2:6][N:7]([CH3:10])[CH2:8][CH2:9]1)[c:16]1[cH:15][c:14]([O:19][CH3:20])[cH:13][c:12]([Br:11])[cH:17]1. The product is COc1cc(Br)cc(OC2CCN(C)CC2)c1. The reactants are COc1cc(F)cc(Br)c1, [H-], [Na+], CN(C)C=O, O, CN1CCC(O)CC1. Starting materials: CC(C)(C)O, CC(C)(C)[O-], Cl, [K+], [K], O, O=C(Cc1ccccc1)NCC(=O)c1ccccc1. Yields the product O=C1NCC(c2ccccc2)=C1c1ccccc1. As a reaction SMILES: [C:28]([OH:29])([CH3:30])([CH3:31])[CH3:32].[CH3:20][C:21]([CH3:22])([O-:23])[CH3:24].[ClH:27].[K+:25].[K:26].[OH2:33].[c:1]1([CH2:7][C:8](=[O:9])[NH:10][CH2:11][C:12](=[O:13])[c:14]2[cH:15][cH:16][cH:17][cH:18][cH:19]2)[cH:2][cH:3][cH:4][cH:5][cH:6]1>>[c:1]1([C:7]2=[C:12]([c:14]3[cH:15][cH:16][cH:17][cH:18][cH:19]3)[CH2:11][NH:10][C:8]2=[O:9])[cH:2][cH:3][cH:4][cH:5][cH:6]1. Reactants: C(C1=CC=CC=C1)ON1C=C(C2=CC=CC=C12)C=CCO (1-benzyloxy-3-(3-hydroxy-1 propen-1-yl) indole). The reagents and catalysts are [O-2].[O-2].[Mn+4] (manganese dioxide). Solvent: ClCCl (dichloromethane). Run at time 3 hour. Yields the product C(C1=CC=CC=C1)N1C=C(C2=CC=CC=C12)C=CC=O (3-(1-benzylindol-3-yl)acrolein). Isolated yield 92.6%. RXN SMILES: C(O[N:9]1[C:17]2[C:12](=[CH:13][CH:14]=[CH:15][CH:16]=2)[C:11]([CH:18]=[CH:19][CH2:20][OH:21])=[CH:10]1)C1C=CC=CC=1>ClCCl.[O-2].[O-2].[Mn+4]>[CH2:11]([N:9]1[C:17]2[C:12](=[CH:13][CH:14]=[CH:15][CH:16]=2)[C:11]([CH:18]=[CH:19][CH:20]=[O:21])=[CH:10]1)[C:12]1[CH:17]=[CH:16][CH:15]=[CH:14][CH:13]=1 |f:2.3.4|. Procedure: A mixture of 5 g (19 mmol) of 1-benzyloxy-3-(3-hydroxy-1 propen-1-yl) indole and 25 g of activated manganese dioxide in 500 ml of dichloromethane was stirred at room temperature for three hours and filtered through Celite®. The manganese compound was washed thoroughly with a mixture of dichloromethane and ethyl acetate until the Celite® layer was colorless. The combined filtrate and washing were concentrated on rotary evaporator and the residue was purified on a dry column (25% ethyl acetate in ... Starting materials: CCOC(C)=O, O=[N+]([O-])c1ccc2nc(C(F)(F)F)[nH]c2c1, Nc1ccc([N+](=O)[O-])cc1N, O=C(O)C(F)(F)F. Product: Nc1ccc2nc(C(F)(F)F)[nH]c2c1. RXN SMILES: [CH3:35][CH2:36][O:37][C:38]([CH3:39])=[O:40].[F:12][C:13]([c:14]1[nH:15][c:16]2[c:17]([n:18]1)[cH:19][cH:20][c:21]([N+:23]([O-:24])=[O:25])[cH:22]2)([F:26])[F:27].[N+:1]([c:2]1[cH:3][cH:4][c:5]([NH2:6])[c:7]([NH2:8])[cH:9]1)([O-:10])=[O:11].[OH:28][C:29]([C:30]([F:31])([F:32])[F:33])=[O:34]>>[F:12][C:13]([c:14]1[nH:15][c:16]2[c:17]([n:18]1)[cH:19][cH:20][c:21]([NH2:23])[cH:22]2)([F:26])[F:27]. Starting materials: C(C1=CC=CC=C1)(=O)C=1N(C2=CC(=CC=C2C1NC(CCl)=O)Cl)C(=O)OCC (2-Benzoyl-6-chloro-3-chloroacetylamino-1-(ethoxycarbonyl)indole), Cl.CNC (dimethylamine hydrochloride), O (Water). The solvent is CN(C)C=O (DMF). Run at time 2 hour. Yields the product C(C1=CC=CC=C1)(=O)C=1NC2=CC(=CC=C2C1NC(CN(C)C)=O)Cl (2-Benzoyl-6-chloro-3-[(N,N-dimethylaminoacetyl)amino]indole). Yield: 46.4%. RXN SMILES: [C:1]([C:9]1[N:10](C(OCC)=O)[C:11]2[C:16]([C:17]=1[NH:18][C:19](=[O:22])[CH2:20]Cl)=[CH:15][CH:14]=[C:13]([Cl:23])[CH:12]=2)(=[O:8])[C:2]1[CH:7]=[CH:6][CH:5]=[CH:4][CH:3]=1.Cl.[CH3:30][NH:31][CH3:32].O>CN(C=O)C>[C:1]([C:9]1[NH:10][C:11]2[C:16]([C:17]=1[NH:18][C:19](=[O:22])[CH2:20][N:31]([CH3:32])[CH3:30])=[CH:15][CH:14]=[C:13]([Cl:23])[CH:12]=2)(=[O:8])[C:2]1[CH:3]=[CH:4][CH:5]=[CH:6][CH:7]=1 |f:1.2|. Procedure: A mixture of 2-benzoyl-6-chloro-3-(chloroacetylamino)-1-(ethoxycarbonyl)indole (step 1, 890 mg, 2.12 mmol) and dimethylamine hydrochloride (520 mg, 6.36 mmol) in DMF (30 ml) was stirred for 2 h. Water (80 ml) was added and the mixture extracted with an ethyl acetate-toluene mixture (2:1 v/v, 30 ml×2). The combined organic extracts were washed consecutively with water (50 ml) and brine (50 ml), dried (MgSO4) and evaporated. The residue was treated with a solution of 1N aqueous KOH (20 ml) and EtO... Reactants: C(C1=CC=CC=C1)OC=1C=CC(=C(C1)CC(=O)O)Cl ((5-benzyloxy-2-chloro-phenyl)-acetic acid), S(O)(O)(=O)=O (sulfuric acid), CCO (EtOH). Run at time 8 hour. Product: C(C)OC(CC1=C(C=CC(=C1)OCC1=CC=CC=C1)Cl)=O ((5-Benzyloxy-2-chloro-phenyl)-acetic acid ethyl ester). Reaction SMILES: [CH2:1]([O:8][C:9]1[CH:10]=[CH:11][C:12]([Cl:19])=[C:13]([CH2:15][C:16]([OH:18])=[O:17])[CH:14]=1)[C:2]1[CH:7]=[CH:6][CH:5]=[CH:4][CH:3]=1.S(=O)(=O)(O)O.[CH3:25][CH2:26]O>>[CH2:25]([O:17][C:16](=[O:18])[CH2:15][C:13]1[CH:14]=[C:9]([O:8][CH2:1][C:2]2[CH:3]=[CH:4][CH:5]=[CH:6][CH:7]=2)[CH:10]=[CH:11][C:12]=1[Cl:19])[CH3:26]. Procedure: To (5-benzyloxy-2-chloro-phenyl)-acetic acid (1.5 g, 5.4 mmol) in EtOH (30 mL) was added sulfuric acid (1 mL), and the mixture was stirred overnight at room temperature. Once no starting material was seen by analytical LCMS, the reaction was worked up to give the title compound.